From a dataset of the Open Reaction Database (ORD), a public repository of structured organic reaction records. describe an organic reaction: reactants, conditions, products, and yield Reactants: C1CCC2=NCCCN2CC1 (DBU), NC1=C(C(=NO1)C1=CC=C(C=C1)F)C1=NC=CC=N1 (5-amino-3-(4-fluorophenyl)-4-pyrimidinyl isoxazole), C1=CN(C=N1)C(=O)N2C=CN=C2 (CDI), COCOC1=C(C=CC=C1)CC(=O)O ((2-methoxymethoxyphenyl)acetic acid). Run in C1CCOC1 (THF), C1CCOC1 (THF). Run at time 2 hour. Product: FC1=CC=C(C=C1)C1=NOC(=C1C1=NC=NC=C1)NC(CC1=C(C=CC=C1)OCOC)=O (3-(4-fluorophenyl)-5-[(2-methoxymethoxyphenyl)acetylamino]-4-(4-pyrimidinyl)isoxazole). The yield is 60.0%. As a reaction SMILES: [CH:1]1N=C[N:3]([C:6]([N:8]2C=N[CH:10]=[CH:9]2)=O)[CH:2]=1.C1CCN2C(=NCCC2)CC1.[NH2:24][C:25]1[O:29][N:28]=[C:27]([C:30]2[CH:35]=[CH:34][C:33]([F:36])=[CH:32][CH:31]=2)C=1C1N=CC=CN=1.[CH3:43][O:44][CH2:45][O:46][C:47]1[CH:52]=[CH:51][CH:50]=[CH:49][C:48]=1[CH2:53][C:54](O)=[O:55]>C1COCC1>[F:36][C:33]1[CH:32]=[CH:31][C:30]([C:27]2[C:10]([C:9]3[CH:1]=[CH:2][N:3]=[CH:6][N:8]=3)=[C:25]([NH:24][C:54](=[O:55])[CH2:53][C:48]3[CH:49]=[CH:50][CH:51]=[CH:52][C:47]=3[O:46][CH2:45][O:44][CH3:43])[O:29][N:28]=2)=[CH:35][CH:34]=1. Procedure details: In 16 mL of THF, 047 g of (2-methoxymethoxyphenyl)acetic acid and 0.5 g of CDI were dissolved and stirred at room temperature for 2 hours. Then 16 mL of a THF solution containing 0.92 g of DBU and 0.31 g of 5-amino-3-(4-fluorophenyl)-4-pyrimidinyl isoxazole was added, followed by 21 hours' stirring at room temperature. From the reaction solution the solvent was distilled off under reduced pressure. To the residue water was added and extracted with ethyl acetate. The ethyl acetate extract was dri... Starting materials: CCC(CC)N1CCN(C(=O)c2ccc(C=O)cc2)CC1, C1CCNCC1. Product: CCC(CC)N1CCN(C(=O)c2ccc(CN3CCCCC3)cc2)CC1. RXN SMILES: [CH2:1]([CH3:2])[CH:3]([CH2:4][CH3:5])[N:6]1[CH2:7][CH2:8][N:9]([C:12](=[O:13])[c:14]2[cH:15][cH:16][c:17]([CH:18]=[O:19])[cH:20][cH:21]2)[CH2:10][CH2:11]1.[CH2:22]1[CH2:23][CH2:24][NH:25][CH2:26][CH2:27]1>>[CH2:1]([CH3:2])[CH:3]([CH2:4][CH3:5])[N:6]1[CH2:7][CH2:8][N:9]([C:12](=[O:13])[c:14]2[cH:15][cH:16][c:17]([CH2:18][N:25]3[CH2:24][CH2:23][CH2:22][CH2:27][CH2:26]3)[cH:20][cH:21]2)[CH2:10][CH2:11]1. Reactants: CO, Cl, [H][H], CC(C)(C)N(Cc1ccccc1)CC(O)c1ccc(N)c(C(F)(F)F)c1. The product is CC(C)(C)NCC(O)c1ccc(N)c(C(F)(F)F)c1. Reaction SMILES: [CH3:29][OH:30].[ClH:31].[H:27][H:28].[NH2:1][c:2]1[c:3]([C:23]([F:24])([F:25])[F:26])[cH:4][c:5]([CH:8]([CH2:9][N:10]([C:11]([CH3:12])([CH3:13])[CH3:14])[CH2:15][c:16]2[cH:17][cH:18][cH:19][cH:20][cH:21]2)[OH:22])[cH:6][cH:7]1>>[NH2:1][c:2]1[c:3]([C:23]([F:24])([F:25])[F:26])[cH:4][c:5]([CH:8]([CH2:9][NH:10][C:11]([CH3:12])([CH3:13])[CH3:14])[OH:22])[cH:6][cH:7]1. Starting materials: ClC1=CC=C(C=C1)C1=C(N(C2=CC=C(C=C12)O)C)C (3-(4-chlorophenyl)-1,2-dimethyl-1H-indole-5-ol), C(CCC)OC(C(C)(C)Br)=O (2-bromo-2-methyl-propanoic acid butylester). Product: C(CCC)OC(C(C)(C)OC=1C=C2C(=C(N(C2=CC1)C)C)C1=CC=C(C=C1)Cl)=O (2-[3-(4-Chloro-phenyl)-1,2-dimethyl-1H-indole-5-yloxy]-2-methyl-propanoic acid butylester). As a reaction SMILES: [Cl:1][C:2]1[CH:7]=[CH:6][C:5]([C:8]2[C:16]3[C:11](=[CH:12][CH:13]=[C:14]([OH:17])[CH:15]=3)[N:10]([CH3:18])[C:9]=2[CH3:19])=[CH:4][CH:3]=1.[CH2:20]([O:24][C:25](=[O:30])[C:26](Br)([CH3:28])[CH3:27])[CH2:21][CH2:22][CH3:23]>>[CH2:20]([O:24][C:25](=[O:30])[C:26]([O:17][C:14]1[CH:15]=[C:16]2[C:11](=[CH:12][CH:13]=1)[N:10]([CH3:18])[C:9]([CH3:19])=[C:8]2[C:5]1[CH:6]=[CH:7][C:2]([Cl:1])=[CH:3][CH:4]=1)([CH3:28])[CH3:27])[CH2:21][CH2:22][CH3:23]. Procedure details: The above compound was prepared from 3-(4-chlorophenyl)-1,2-dimethyl-1H-indole-5-ol and 2-bromo-2-methyl-propanoic acid butylester, using a procedure analogous to that of Example 102. Reactants: COC(=O)C(C#N)c1ccc(C(=O)OC(C)(C)C)cc1, CO, Cl. The product is COC(=O)C(CN)c1ccc(C(=O)OC(C)(C)C)cc1, Cl. Reaction SMILES: [C:1](#[N:2])[CH:3]([C:4](=[O:5])[O:6][CH3:7])[c:8]1[cH:9][cH:10][c:11]([C:12](=[O:13])[O:14][C:15]([CH3:16])([CH3:17])[CH3:18])[cH:19][cH:20]1.[CH3:22][OH:23].[ClH:21]>>[CH2:1]([NH2:2])[CH:3]([C:4](=[O:5])[O:6][CH3:7])[c:8]1[cH:9][cH:10][c:11]([C:12](=[O:13])[O:14][C:15]([CH3:16])([CH3:17])[CH3:18])[cH:19][cH:20]1.[ClH:21].